From a dataset of the Open Reaction Database (ORD), a public repository of structured organic reaction records. describe an organic reaction: reactants, conditions, products, and yield Reactants: COC([C@@H](CC1=CC=CC=C1)NC(=O)OCC=1C=CC2=C(C=C(O2)C2=CC=CC=C2)C1)=O ((R)-3-Phenyl-2-(2-phenyl-benzofuran-5-ylmethoxycarbonylamino)-propionic acid methyl ester), [OH-].[Li+] (lithium hydroxide), O (water). Solvent: C1CCOC1 (THF), CO (methanol). Run at temperature 50 celsius, time 8 hour. The product is C1(=CC=CC=C1)C[C@H](C(=O)O)NC(=O)OCC=1C=CC2=C(C=C(O2)C2=CC=CC=C2)C1 ((R)-3-phenyl-2-(2-phenyl-benzofuran-5-ylmethoxycarbonylamino)-propionic acid). Yield: 51.7%. RXN SMILES: C[O:2][C:3](=[O:32])[C@H:4]([NH:12][C:13]([O:15][CH2:16][C:17]1[CH:18]=[CH:19][C:20]2[O:24][C:23]([C:25]3[CH:30]=[CH:29][CH:28]=[CH:27][CH:26]=3)=[CH:22][C:21]=2[CH:31]=1)=[O:14])[CH2:5][C:6]1[CH:11]=[CH:10][CH:9]=[CH:8][CH:7]=1.[OH-].[Li+].O>C1COCC1.CO>[C:6]1([CH2:5][C@@H:4]([NH:12][C:13]([O:15][CH2:16][C:17]2[CH:18]=[CH:19][C:20]3[O:24][C:23]([C:25]4[CH:30]=[CH:29][CH:28]=[CH:27][CH:26]=4)=[CH:22][C:21]=3[CH:31]=2)=[O:14])[C:3]([OH:32])=[O:2])[CH:11]=[CH:10][CH:9]=[CH:8][CH:7]=1 |f:1.2|. Reported procedure: To a solution of (R)-3-phenyl-2-(2-phenyl-benzofuran-5-ylmethoxy-carbonylamino)-propionic acid methyl ester 28 (0.7 g, 1.63 mmol) in THF (15 ml) and methanol (15 ml) was added a solution of lithium hydroxide (1N) in water (2 ml, 2 mmol). The reaction mixture was heated at 50° C. for 6 hrs then left at room temperature overnight. The solvent was evaporated and water (20 ml) was added. The mixture was acidified with 1 N HCl and ethyl acetate was added. The solid obtained after precipitation and ev... RXN SMILES: [C:1]([CH3:2])([CH3:3])([CH3:4])[N:5]([C:6](=[O:7])[C:8]([C:9](=[O:10])[O:11][CH3:12])([CH3:13])[CH3:14])[OH:15].[Cl:16][CH2:17][Cl:18]>>[C:1]([CH3:2])([CH3:3])([CH3:4])[N:5]([C:6](=[O:7])[C:8]([CH:9]=[O:10])([CH3:13])[CH3:14])[OH:15]. The reactants are COC(=O)C(C)(C)C(=O)N(O)C(C)(C)C, ClCCl. Yields the product CC(C)(C=O)C(=O)N(O)C(C)(C)C. Starting materials: C-5. 6-Methyl-5-(2-methyl-4-thiazolyl)-2(1H)pyridinone, C(C=1C(C(=O)OCC)=CC=CC1)(=O)OCC (diethyl phthalate), CC1=C(C=C(C(N1)=O)C(=O)O)C=1N=C(SC1)C (1,2-dihydro-6-methyl-5-(2-methyl-4-thiazolyl)-2-oxo-3-pyridinecarboxylic acid), C (charcoal). Run at temperature 150 celsius, time 8 hour. The product is CC1=C(C=CC(N1)=O)C=1N=C(SC1)C (6-methyl-5-(2-methyl-4-thiazolyl)-2-(1H)-pyridinone). Isolated yield 41.3%. As a reaction SMILES: C(OCC)(=O)C1C(=CC=CC=1)C(OCC)=O.[CH3:17][C:18]1[NH:23][C:22](=[O:24])[C:21](C(O)=O)=[CH:20][C:19]=1[C:28]1[N:29]=[C:30]([CH3:33])[S:31][CH:32]=1.C>>[CH3:17][C:18]1[NH:23][C:22](=[O:24])[CH:21]=[CH:20][C:19]=1[C:28]1[N:29]=[C:30]([CH3:33])[S:31][CH:32]=1. Procedure details: C-5. 6-Methyl-5-(2-methyl-4-thiazolyl)-2(1H)pyridinone--To a 100 ml portion of boiling diethyl phthalate was added 20 g of 1,2-dihydro-6-methyl-5-(2-methyl-4-thiazolyl)-2-oxo-3-pyridinecarboxylic acid and the resulting dark solution was heated for about 15 minutes and then cooled to about 150° C., treated with decolorizing charcoal and filtered. The filtrate was diluted with 350 ml of n-hexane (no solid precipitated) and then extracted with 300 ml of 3% aqueous sodium hydroxide solution. The aqu... Starting materials: Cn1cc(C(=O)O)c(C(F)F)n1, Nc1ccc(Cl)cc1. Reagents/catalysts: [B-](F)(F)(F)F.CN(C)C(=[N+](C)C)ON1C(=O)C2=CC=CC=C2N=N1 (TDBTU), CCN(C(C)C)C(C)C (DIPEA). The solvent is CN(C)C=O (DMF), CN(C)C=O (DMF), CN(C)C=O (DMF), CN(C)C=O (DMF), CN(C)C=O (DMF), CN(C)C=O (DMF). Run at temperature 25 celsius, time 2 hour. Product: Cn1cc(C(=O)Nc2ccc(Cl)cc2)c(C(F)F)n1. Yield: 6.2%. RXN SMILES: Nc1ccc(Cl)cc1.Cn1cc(C(=O)O)c(C(F)F)n1.[B-](F)(F)(F)F.CN(C)C(=[N+](C)C)ON1C(=O)C2=CC=CC=C2N=N1.CCN(C(C)C)C(C)C.CN(C)C=O>>Cn1cc(C(=O)Nc2ccc(Cl)cc2)c(C(F)F)n1.